Dataset: the Open Reaction Database (ORD), a public repository of structured organic reaction records. Task: describe an organic reaction: reactants, conditions, products, and yield The reactants are CCC=CCCCCCCCCCCO, Cc1ccccc1, O=C1COC(=O)N1, CCOC(=O)N=NC(=O)OCC, C1CCOC1, c1ccc(P(c2ccccc2)c2ccccc2)cc1. Product: CCC=CCCCCCCCCCCN1C(=O)COC1=O. RXN SMILES: [CH2:1]([CH2:2][CH2:3][CH2:4][CH2:5][CH2:6][CH2:7][CH2:8][CH2:9][CH2:10][CH:11]=[CH:12][CH2:13][CH3:14])[OH:15].[CH3:59][c:60]1[cH:61][cH:62][cH:63][cH:64][cH:65]1.[O:16]1[C:17](=[O:22])[NH:18][C:19](=[O:21])[CH2:20]1.[O:42]=[C:43]([O:44][CH2:45][CH3:46])[N:47]=[N:48][C:49]([O:50][CH2:51][CH3:52])=[O:53].[O:54]1[CH2:55][CH2:56][CH2:57][CH2:58]1.[c:23]1([P:24]([c:25]2[cH:26][cH:27][cH:28][cH:29][cH:30]2)[c:31]2[cH:32][cH:33][cH:34][cH:35][cH:36]2)[cH:37][cH:38][cH:39][cH:40][cH:41]1>>[CH2:1]([CH2:2][CH2:3][CH2:4][CH2:5][CH2:6][CH2:7][CH2:8][CH2:9][CH2:10][CH:11]=[CH:12][CH2:13][CH3:14])[N:18]1[C:17](=[O:22])[O:16][CH2:20][C:19]1=[O:21]. The reactants are CC(C)=O, COCNC(=O)NC1CCC(O)c2sccc21. Yields the product COCNC(=O)NC1CCC(=O)c2sccc21. Reaction SMILES: [CH3:18][C:19](=[O:20])[CH3:21].[CH3:1][O:2][CH2:3][NH:4][C:5](=[O:6])[NH:7][CH:8]1[CH2:9][CH2:10][CH:11]([OH:17])[c:12]2[s:13][cH:14][cH:15][c:16]21>>[CH3:1][O:2][CH2:3][NH:4][C:5](=[O:6])[NH:7][CH:8]1[CH2:9][CH2:10][C:11](=[O:17])[c:12]2[s:13][cH:14][cH:15][c:16]21. Reactants: BrC(C(=O)OCC)(C)C (ethyl bromoisobutyrate), C(C1=CC=CC=C1)C#N (benzylcyanide), COC=1C=C(CC#N)C=CC1 (m-methoxybenzylcyanide), BrC(C(=O)OCC)(CC)CC(C)C (ethyl bromoisobutylbutyrate), Cl[Si](C)(C)C (chlorotrimethylsilane). The reagents and catalysts are [Zn] (zinc). Procedure: Process for preparing norbenzomorphan of general formula 1 wherein R1 is defined as in claim 1, according to claim 3, characterised in that a) a benzylcyanide of general formula 2 is reacted with ethyl bromoisobutylbutyrate (3) in the presence of chlorotrimethylsilane and zinc powder in dichloromethane after diluting with tetrahydrofuran, the reaction mixture is heated, then when the reaction has ended it is allowed to cool, the zinc powder is separated off and the reaction mixture is combined w... Yields the product NC(C(C(=O)OCC)(C)C)C (ethyl 3-amino-2,2-dimethylbutanoate). RXN SMILES: BrC(C)(C)[C:3]([O:5][CH2:6][CH3:7])=[O:4].[CH2:10](C#N)[C:11]1[CH:16]=[CH:15]C=C[CH:12]=1.COC1C=C(C=CC=1)CC#[N:26].BrC(CC(C)C)(CC)C(OCC)=O.Cl[Si](C)(C)C>ClCCl.O1CCCC1.[Zn]>[NH2:26][CH:16]([CH3:15])[C:11]([CH3:10])([CH3:12])[C:3]([O:5][CH2:6][CH3:7])=[O:4]. Run in O1CCCC1 (tetrahydrofuran), ClCCl (dichloromethane).